From a dataset of the Open Reaction Database (ORD), a public repository of structured organic reaction records. describe an organic reaction: reactants, conditions, products, and yield Reactants: CC12CC(=O)C3C(CCC4CC(O)CCC43C)C1CCC2C(=O)CBr, CC(=O)[O-], CC(C)=O, CC(=O)O, [I-], [K+], [K+], O. Product: CC(=O)OCC(=O)C1CCC2C3CCC4CC(O)CCC4(C)C3C(=O)CC12C. RXN SMILES: [Br:12][CH2:13][C:14]([CH:15]1[CH2:16][CH2:17][CH:18]2[CH:19]3[CH2:20][CH2:21][CH:22]4[CH2:23][CH:24]([OH:35])[CH2:25][CH2:26][C:27]4([CH3:28])[CH:29]3[C:30](=[O:34])[CH2:31][C:32]12[CH3:33])=[O:36].[CH3:2][C:3]([O-:4])=[O:5].[CH3:37][C:38](=[O:39])[CH3:40].[CH3:8][C:9](=[O:10])[OH:11].[I-:7].[K+:1].[K+:6].[OH2:41]>>[CH3:2][C:3]([O:4][CH2:13][C:14]([CH:15]1[CH2:16][CH2:17][CH:18]2[CH:19]3[CH2:20][CH2:21][CH:22]4[CH2:23][CH:24]([OH:35])[CH2:25][CH2:26][C:27]4([CH3:28])[CH:29]3[C:30](=[O:34])[CH2:31][C:32]12[CH3:33])=[O:36])=[O:5]. Reactants: BrB(Br)Br, COC(=O)CCCc1oc(-c2ccccc2OC)nc1C, ClCCl. The product is COC(=O)CCCc1oc(-c2ccccc2O)nc1C. As a reaction SMILES: [B:22]([Br:23])([Br:24])[Br:25].[CH3:1][O:2][C:3]([CH2:4][CH2:5][CH2:6][c:7]1[c:8]([CH3:20])[n:9][c:10](-[c:12]2[c:13]([O:18][CH3:19])[cH:14][cH:15][cH:16][cH:17]2)[o:11]1)=[O:21].[Cl:26][CH2:27][Cl:28]>>[CH3:1][O:2][C:3]([CH2:4][CH2:5][CH2:6][c:7]1[c:8]([CH3:20])[n:9][c:10](-[c:12]2[c:13]([OH:18])[cH:14][cH:15][cH:16][cH:17]2)[o:11]1)=[O:21]. Starting materials: C(CCCCCCC)Br (n-octyl bromide), C(CCC)OCCOCCOCCO (triethylene glycol n-butyl ether), C(CCC)OCCOCCO (diethylene glycol butyl ether). Product: C(CCCCCCC)OCCOCCOCCOCCCC (Triethylene Glycol n-butyl n-octyl Ether). As a reaction SMILES: [CH2:1](Br)[CH2:2][CH2:3][CH2:4][CH2:5][CH2:6][CH2:7][CH3:8].[CH2:10]([O:14][CH2:15][CH2:16][O:17][CH2:18][CH2:19][O:20][CH2:21][CH2:22][OH:23])[CH2:11][CH2:12][CH3:13].C(OCCOCCO)CCC>>[CH2:1]([O:23][CH2:22][CH2:21][O:20][CH2:19][CH2:18][O:17][CH2:16][CH2:15][O:14][CH2:10][CH2:11][CH2:12][CH3:13])[CH2:2][CH2:3][CH2:4][CH2:5][CH2:6][CH2:7][CH3:8]. Procedure: The procedure followed that of Reference Example 4, except for use of n-octyl bromide and triethylene glycol n-butyl ether instead of butyl bromide and diethylene glycol butyl ether, respectively. Triethylene glycol n-butyl n-octyl ether (abbreviated as “TEG-BO” hereafter) was obtained by distillation (b.p.: 140-145° C. at 70 Pa). TEG-BO has a corresponding boiling point of about 350° C. under normal pressure. The solubility of glycolide in this compound at 25° C. was 2.0%. Reactants: C1(=CC=CC=C1)[As](C1=CC=CC=C1)C1=CC=CC=C1 (Triphenyl arsine), dichloro-bis(triphenylphosphine) palladium(II), aqueous solution, BrC=1C=C(C=CC1)OC[C@H](NC(C1=CC=CC=C1)(C1=CC=CC=C1)C1=CC=CC=C1)C(=O)OC (Methyl O-(3-bromophenyl)-N-triphenylmethyl-L-serinate), S(=O)(=O)(O)O.NC=1C=C(C=CC1)B(O)O.NC=1C=C(C=CC1)B(O)O (3-amino phenyl boronic acid hemisulfate), C([O-])([O-])=O.[Cs+].[Cs+] (cesium carbonate). Run in COCCOC (DME), O (water), C1(=CC=CC=C1)C (toluene). Conditions: time 3 hour. The product is NC=1C=C(C=CC1)C1=CC(=CC=C1)OC[C@H](NC(C1=CC=CC=C1)(C1=CC=CC=C1)C1=CC=CC=C1)C(=O)OC (Methyl O-(3′-amino-1,1′-biphenyl-3-yl)-N-triphenylmethyl-L-serinate). Reaction SMILES: C1([As](C2C=CC=CC=2)C2C=CC=CC=2)C=CC=CC=1.Br[C:21]1[CH:22]=[C:23]([O:27][CH2:28][C@@H:29]([C:50]([O:52][CH3:53])=[O:51])[NH:30][C:31]([C:44]2[CH:49]=[CH:48][CH:47]=[CH:46][CH:45]=2)([C:38]2[CH:43]=[CH:42][CH:41]=[CH:40][CH:39]=2)[C:32]2[CH:37]=[CH:36][CH:35]=[CH:34][CH:33]=2)[CH:24]=[CH:25][CH:26]=1.S(O)(O)(=O)=O.[NH2:59][C:60]1[CH:61]=[C:62](B(O)O)[CH:63]=[CH:64][CH:65]=1.NC1C=C(B(O)O)C=CC=1.C(=O)([O-])[O-].[Cs+].[Cs+]>COCCOC.O.C1(C)C=CC=CC=1>[NH2:59][C:60]1[CH:65]=[C:64]([C:21]2[CH:26]=[CH:25][CH:24]=[C:23]([O:27][CH2:28][C@@H:29]([C:50]([O:52][CH3:53])=[O:51])[NH:30][C:31]([C:38]3[CH:43]=[CH:42][CH:41]=[CH:40][CH:39]=3)([C:44]3[CH:49]=[CH:48][CH:47]=[CH:46][CH:45]=3)[C:32]3[CH:33]=[CH:34][CH:35]=[CH:36][CH:37]=3)[CH:22]=2)[CH:63]=[CH:62][CH:61]=1 |f:2.3.4,5.6.7|. Reported procedure: Triphenyl arsine (0.31 g, 1.0 mmol, 0.1 equiv) and dichloro-bis(triphenylphosphine)-palladium(II) (0.35 g, 0.50 mmol, 0.05 equiv) were stirred under an argon atmosphere in DME (dimethoxy ethane; 56 mL) at rt for 30 min. Methyl O-(3-bromophenyl)-N-triphenylmethyl-L-serinate (Example 1) (5.16 g, 10.0 mmol, 1.0 equiv) and 3-amino phenyl boronic acid hemisulfate (2.2 g, 6.0 mmol, 1.2 equiv) were added as solids, followed by a 2M aqueous solution of cesium carbonate (15.0 mL, 30.0 mmol, 3 equiv). The... Starting materials: FC1=NC=CC=C1I (2-fluoro-3-iodopyridine), C([O-])([O-])=O.[K+].[K+] (potassium carbonate), O1CC=CC1 (2,5-dihydrofuran), CN(C)C=O (DMF). The reagents and catalysts are [Cl-].C(CCC)[N+](CCCC)(CCCC)CCCC (tetrabutylammonium chloride), C(C)(=O)[O-].[Pd+2].C(C)(=O)[O-] (palladium(ii) acetate). Solvent: O (water). Reaction conditions: temperature 25 celsius, time 2 hour. The product is O1CC(C=C1)C=1C(=NC=CC1)F (3-(2,3-dihydrofuran-3-yl)-2-fluoropyridine). As a reaction SMILES: [F:1][C:2]1[C:7](I)=[CH:6][CH:5]=[CH:4][N:3]=1.C(=O)([O-])[O-].[K+].[K+].CN(C=O)C.[O:20]1[CH2:24][CH:23]=[CH:22][CH2:21]1>[Cl-].C([N+](CCCC)(CCCC)CCCC)CCC.C([O-])(=O)C.[Pd+2].C([O-])(=O)C.O>[O:20]1[CH:21]=[CH:22][CH:23]([C:7]2[C:2]([F:1])=[N:3][CH:4]=[CH:5][CH:6]=2)[CH2:24]1 |f:1.2.3,6.7,8.9.10|. Procedure: To a 500 mL round bottomed flask charged with 2-fluoro-3-iodopyridine (15.05 g, 67.5 mmol, Asymchem), tetrabutylammonium chloride (18.80 g, 67.6 mmol, Alfa Aesar), potassium carbonate (28.60 g, 207 mmol, Aldrich) and palladium(ii) acetate (1.48 g, 6.59 mmol, Strem) was added DMF (75 mL) followed by 2,5-dihydrofuran (50.00 mL, 678 mmol, Aldrich) and the reaction mixture was stirred vigorously at 25° C. for 2 h. The mixture was poured into 500 mL of water and the mixture was extracted with EtOAc (...